This data is from the Open Reaction Database (ORD), a public repository of structured organic reaction records. The task is: describe an organic reaction: reactants, conditions, products, and yield Starting materials: CCO, Cc1cc(C)c2nsnc2c1[N+](=O)[O-], [Na+], [Na+], O, O=S([O-])S(=O)[O-]. The product is Cc1cc(C)c2nsnc2c1N. As a reaction SMILES: [CH3:15][CH2:16][OH:17].[CH3:1][c:2]1[c:3]([N+:12]([O-:13])=[O:14])[c:4]2[c:5]([n:6][s:7][n:8]2)[c:9]([CH3:11])[cH:10]1.[Na+:24].[Na+:25].[OH2:26].[S:18]([S:19]([O-:20])=[O:21])([O-:22])=[O:23]>>[CH3:1][c:2]1[c:3]([NH2:12])[c:4]2[c:5]([n:6][s:7][n:8]2)[c:9]([CH3:11])[cH:10]1. The reactants are BrCCc1ccccc1, O=C([O-])[O-], O=C1C=CC2=C(C1)n1ccc3c1=C(CCC=3)c1nncn12, CN(C)C=O, [K+], [K+]. Product: O=C1C=CC2=C(C1CCc1ccccc1)n1ccc3c1=C(CCC=3)c1nncn12. Reaction SMILES: [Br:28][CH2:29][CH2:30][c:31]1[cH:32][cH:33][cH:34][cH:35][cH:36]1.[C:22](=[O:23])([O-:24])[O-:25].[CH2:1]1[CH2:2][CH:3]=[c:4]2[c:5]3[n:11]([cH:12][cH:13]2)[C:10]2=[C:9]([n:8]4[c:7]([n:21][n:20][cH:19]4)[C:6]=31)[CH:17]=[CH:16][C:15](=[O:18])[CH2:14]2.[CH3:37][N:38]([CH3:39])[CH:40]=[O:41].[K+:26].[K+:27]>>[CH2:1]1[CH2:2][CH:3]=[c:4]2[c:5]3[n:11]([cH:12][cH:13]2)[C:10]2=[C:9]([n:8]4[c:7]([n:21][n:20][cH:19]4)[C:6]=31)[CH:17]=[CH:16][C:15](=[O:18])[CH:14]2[CH2:29][CH2:30][c:31]1[cH:32][cH:33][cH:34][cH:35][cH:36]1. Starting materials: Cl.F[C@H]1C[C@H](NC1)C(=O)OC (Methyl (2S,4S)-4-fluoropyrrolidine-2-carboxylate hydrochloride), C(C)(C)N(CC)C(C)C (diisopropylethylamine), ON1N=NC2=C1C=CC=C2 (1-hydroxybenzotriazole), C(C)(=O)OCC(=O)O (acetoxyacetic acid), Cl.C(C)N=C=NCCCN(C)C (3-ethyl-1-(3-dimethylaminopropyl)carbodiimide hydrochloride). Run in C(C)#N (acetonitrile). Reaction conditions: time 15 minute. Product: F[C@H]1C[C@H](N(C1)C(CO)=O)C(=O)N ((2S,4S)-4-fluoro-1-(2-hydroxyacetyl)pyrrolidine-2-carboxamide). The yield is 79.0%. As a reaction SMILES: Cl.[F:2][C@@H:3]1[CH2:7][NH:6][C@H:5]([C:8]([O:10]C)=O)[CH2:4]1.C([N:15](C(C)C)CC)(C)C.ON1C2C=CC=CC=2N=N1.C([O:34][CH2:35][C:36]([OH:38])=O)(=O)C.Cl.C(N=C=NCCCN(C)C)C>C(#N)C>[F:2][C@@H:3]1[CH2:7][N:6]([C:36](=[O:38])[CH2:35][OH:34])[C@H:5]([C:8]([NH2:15])=[O:10])[CH2:4]1 |f:0.1,5.6|. Procedure: Process A: Methyl (2S,4S)-4-fluoropyrrolidine-2-carboxylate hydrochloride (18.4 g) was suspended in dehydrated acetonitrile (370 mL). While the suspension was cooled in an ice bath, diisopropylethylamine (18.3 mL) was added dropwise and the mixture was stirred for 15 minutes. Subsequently, 1-hydroxybenzotriazole (4.59 g), glycolic acid (8.37 g) and 3-ethyl-1-(3-dimethylaminopropyl)carbodiimide hydrochloride (23.0 g) were added and the reaction mixture was stirred at room temperature for 6 hours ... Starting materials: C(C)(C)(C)OC(=O)N1CC2=CC(=C(C=C2C1)CC)C1CCOCC1 (5-ethyl-6-(tetrahydro-pyran-4-yl)-1,3-dihydro-isoindole-2-carboxylic acid tert-butyl ester), FC(C(=O)O)(F)F (trifluoroacetic acid). Product: FC(C(=O)O)(F)F.C(C)C=1C=C2CNCC2=CC1C1CCOCC1 (5-Ethyl-6-(tetrahydro-pyran-4-yl)-2,3-Dihydro-1H-isoindole trifluoro-acetate). As a reaction SMILES: C(OC([N:8]1[CH2:16][C:15]2[C:10](=[CH:11][C:12]([CH:19]3[CH2:24][CH2:23][O:22][CH2:21][CH2:20]3)=[C:13]([CH2:17][CH3:18])[CH:14]=2)[CH2:9]1)=O)(C)(C)C.[F:25][C:26]([F:31])([F:30])[C:27]([OH:29])=[O:28]>>[F:25][C:26]([F:31])([F:30])[C:27]([OH:29])=[O:28].[CH2:17]([C:13]1[CH:14]=[C:15]2[C:10](=[CH:11][C:12]=1[CH:19]1[CH2:24][CH2:23][O:22][CH2:21][CH2:20]1)[CH2:9][NH:8][CH2:16]2)[CH3:18] |f:2.3|. Reported procedure: Prepared in analogy to Example A2(c) from 5-ethyl-6-(tetrahydro-pyran-4-yl)-1,3-dihydro-isoindole-2-carboxylic acid tert-butyl ester and trifluoroacetic acid. Yellow oil. MS (m/e): 232.1 ([M+H]+, 100%). The reactants are O=C(Cl)c1ccc(F)cc1, c1ccc2sc(-c3ccc(OCCN4CCCC4)cc3)cc2c1. Product: O=C(c1ccc(F)cc1)c1c(-c2ccc(OCCN3CCCC3)cc2)sc2ccccc12. As a reaction SMILES: [F:24][c:25]1[cH:26][cH:27][c:28]([C:29](=[O:30])[Cl:31])[cH:32][cH:33]1.[N:1]1([CH2:6][CH2:7][O:8][c:9]2[cH:10][cH:11][c:12](-[c:15]3[cH:16][c:17]4[c:18]([s:19]3)[cH:20][cH:21][cH:22][cH:23]4)[cH:13][cH:14]2)[CH2:2][CH2:3][CH2:4][CH2:5]1>>[N:1]1([CH2:6][CH2:7][O:8][c:9]2[cH:10][cH:11][c:12](-[c:15]3[c:16]([C:29]([c:28]4[cH:27][cH:26][c:25]([F:24])[cH:33][cH:32]4)=[O:30])[c:17]4[c:18]([s:19]3)[cH:20][cH:21][cH:22][cH:23]4)[cH:13][cH:14]2)[CH2:2][CH2:3][CH2:4][CH2:5]1.